Dataset: the Open Reaction Database (ORD), a public repository of structured organic reaction records. Task: describe an organic reaction: reactants, conditions, products, and yield The reactants are CC(C)(C)OC(=O)CC1CCNCC1, C1CCNCC1, ClC(Cl)Cl, O=C(N=C=S)OCC1c2ccccc2-c2ccccc21. Product: CC(C)(C)OC(=O)CC1CCN(C(N)=S)CC1. RXN SMILES: [C:1]([CH3:2])([CH3:3])([CH3:4])[O:5][C:6]([CH2:7][CH:8]1[CH2:9][CH2:10][NH:11][CH2:12][CH2:13]1)=[O:14].[CH2:35]1[CH2:36][CH2:37][NH:38][CH2:39][CH2:40]1.[CH:41]([Cl:42])([Cl:43])[Cl:44].[cH:15]1[c:16]2[c:28]([cH:29][cH:30][cH:31]1)-[c:23]1[c:22]([cH:27][cH:26][cH:25][cH:24]1)[CH:17]2[CH2:18][O:19][C:20](=[O:21])[N:32]=[C:33]=[S:34]>>[C:1]([CH3:2])([CH3:3])([CH3:4])[O:5][C:6]([CH2:7][CH:8]1[CH2:9][CH2:10][N:11]([C:33]([NH2:32])=[S:34])[CH2:12][CH2:13]1)=[O:14].